From a dataset of the Open Reaction Database (ORD), a public repository of structured organic reaction records. describe an organic reaction: reactants, conditions, products, and yield Starting materials: O=C([O-])[O-], Fc1cccc(I)c1-c1nnn[nH]1, CI, [K+], [K+], CN(C)C=O. Yields the product Cn1nnc(-c2c(F)cccc2I)n1. Reaction SMILES: [C:14](=[O:15])([O-:16])[O-:17].[F:1][c:2]1[c:3](-[c:9]2[n:10][n:11][n:12][nH:13]2)[c:4]([I:8])[cH:5][cH:6][cH:7]1.[I:20][CH3:21].[K+:18].[K+:19].[O:22]=[CH:23][N:24]([CH3:25])[CH3:26]>>[F:1][c:2]1[c:3](-[c:9]2[n:10][n:11][n:12]([CH3:14])[n:13]2)[c:4]([I:8])[cH:5][cH:6][cH:7]1.